This data is from the Open Reaction Database (ORD), a public repository of structured organic reaction records. The task is: describe an organic reaction: reactants, conditions, products, and yield The reactants are BrC=1NC2=CC(=CC=C2C1C1CCCCC1)C(=O)OC(C)(C)C (tert-butyl 2-bromo-3-cyclohexyl-1H-indole-6-carboxylate), C1(=CC=CC=C1)B(O)O (phenyl-boronic acid), CCOC(=O)C (EtOAc), C(=O)([O-])[O-].[Na+].[Na+] (Na2CO3). The reagents and catalysts are C=1C=CC(=CC1)[P](C=2C=CC=CC2)(C=3C=CC=CC3)[Pd]([P](C=4C=CC=CC4)(C=5C=CC=CC5)C=6C=CC=CC6)([P](C=7C=CC=CC7)(C=8C=CC=CC8)C=9C=CC=CC9)[P](C=1C=CC=CC1)(C=1C=CC=CC1)C=1C=CC=CC1 (Pd(PPh3)4). The solvent is COCCOC (DME), CCO (EtOH). Reaction conditions: temperature 80 celsius, time 1 hour. The product is C1(CCCCC1)C1=C(NC2=CC(=CC=C12)C(=O)OC(C)(C)C)C1=CC=CC=C1 (tert-butyl 3-cyclohexyl-2-phenyl-1H-indole-6-carboxylate). Yield: 90.0%. As a reaction SMILES: Br[C:2]1[NH:3][C:4]2[C:9]([C:10]=1[CH:11]1[CH2:16][CH2:15][CH2:14][CH2:13][CH2:12]1)=[CH:8][CH:7]=[C:6]([C:17]([O:19][C:20]([CH3:23])([CH3:22])[CH3:21])=[O:18])[CH:5]=2.[C:24]1(B(O)O)[CH:29]=[CH:28][CH:27]=[CH:26][CH:25]=1.C([O-])([O-])=O.[Na+].[Na+].CCOC(C)=O>COCCOC.CCO.C1C=CC([P]([Pd]([P](C2C=CC=CC=2)(C2C=CC=CC=2)C2C=CC=CC=2)([P](C2C=CC=CC=2)(C2C=CC=CC=2)C2C=CC=CC=2)[P](C2C=CC=CC=2)(C2C=CC=CC=2)C2C=CC=CC=2)(C2C=CC=CC=2)C2C=CC=CC=2)=CC=1>[CH:11]1([C:10]2[C:9]3[C:4](=[CH:5][C:6]([C:17]([O:19][C:20]([CH3:23])([CH3:22])[CH3:21])=[O:18])=[CH:7][CH:8]=3)[NH:3][C:2]=2[C:24]2[CH:29]=[CH:28][CH:27]=[CH:26][CH:25]=2)[CH2:16][CH2:15][CH2:14][CH2:13][CH2:12]1 |f:2.3.4,^1:57,59,78,97|. Reported procedure: To a solution of tert-butyl 2-bromo-3-cyclohexyl-1H-indole-6-carboxylate (from Step 2) in DME and EtOH (0.2 M, 3:1, v/v) was added phenyl-boronic acid (1.2 eq.) followed by 2 M aqueous Na2CO3 (8.5 eq.). The mixture was degassed with argon, then Pd(PPh3)4 (0.1 eq.) was added and the mixture stirred under argon at 80° C. for 1 h. After cooling to RT, EtOAc was added and the organic layer washed with HCl solution (1N, ×2) and brine. The organic layer was dried over Na2SO4 and evaporated and the res... The product is COC1=CC=C(C=C1)C1=NN(C(C1)C1=CC=C(C=C1)[N+](=O)[O-])C1=CC=CC=C1 (3-(4-Methoxyphenyl)-5-(4-nitrophenyl)-1-phenyl-2-pyrazoline). Reported procedure: 14.2 g of 4'-methoxy-4-nitrochalcone was reacted with 5.4 g of phenylhydrazine in 100 ml of ethanol in the presence of 5 ml of hydrochloric acid by refluxing while heating for 6 hours. After neutralizing the reaction mixture with 50 ml of 1N NaOH, 400 ml of water was added thereto. Decantation-water washing was repeated three times. Crystals formed were recrystallized from 200 ml of acetone to obtain 14.7 g of the desired compound. m.p. 168°-173° C. Isolated yield 78.8%. Reactants: [OH-].[Na+] (NaOH), COC1=CC=C(C(C=CC2=CC=C(C=C2)[N+](=O)[O-])=O)C=C1 (4'-methoxy-4-nitrochalcone), C1(=CC=CC=C1)NN (phenylhydrazine), Cl (hydrochloric acid). Reaction SMILES: [CH3:1][O:2][C:3]1[CH:21]=[CH:20][C:6]([C:7](=O)[CH:8]=[CH:9][C:10]2[CH:15]=[CH:14][C:13]([N+:16]([O-:18])=[O:17])=[CH:12][CH:11]=2)=[CH:5][CH:4]=1.[C:22]1([NH:28][NH2:29])[CH:27]=[CH:26][CH:25]=[CH:24][CH:23]=1.Cl.[OH-].[Na+]>C(O)C.O>[CH3:1][O:2][C:3]1[CH:21]=[CH:20][C:6]([C:7]2[CH2:8][CH:9]([C:10]3[CH:15]=[CH:14][C:13]([N+:16]([O-:18])=[O:17])=[CH:12][CH:11]=3)[N:28]([C:22]3[CH:27]=[CH:26][CH:25]=[CH:24][CH:23]=3)[N:29]=2)=[CH:5][CH:4]=1 |f:3.4|. The solvent is O (water), C(C)O (ethanol), O (water). Starting materials: ClC1=C(NCCO)C(=CC=C1OC1=CC=C(C=C1)Cl)[N+](=O)[O-] (2-chloro-3-(4-chlorophenoxy)-6-nitro-N-2-hydroxyethylaniline), O (water), C([O-])(O)=O.[Na+] (sodium bicarbonate), P(Cl)(Cl)(Cl)(Cl)Cl (PCl5). Run in C1(=CC=CC=C1)C (toluene). Product: ClC1=C(NCCCl)C(=CC=C1OC1=CC=C(C=C1)Cl)[N+](=O)[O-] (2-Chloro-3-(4-chlorophenoxy)-6-nitro-N-2-chloroethylaniline). Isolated yield 75.9%. As a reaction SMILES: [Cl:1][C:2]1[C:11]([O:12][C:13]2[CH:18]=[CH:17][C:16]([Cl:19])=[CH:15][CH:14]=2)=[CH:10][CH:9]=[C:8]([N+:20]([O-:22])=[O:21])[C:3]=1[NH:4][CH2:5][CH2:6]O.P(Cl)(Cl)(Cl)(Cl)[Cl:24].O.C(=O)(O)[O-].[Na+]>C1(C)C=CC=CC=1>[Cl:1][C:2]1[C:11]([O:12][C:13]2[CH:18]=[CH:17][C:16]([Cl:19])=[CH:15][CH:14]=2)=[CH:10][CH:9]=[C:8]([N+:20]([O-:22])=[O:21])[C:3]=1[NH:4][CH2:5][CH2:6][Cl:24] |f:3.4|. Procedure: An amount of 4.5 gm of 2-chloro-3-(4-chlorophenoxy)-6-nitro-N-2-hydroxyethylaniline was dissolved in 40 ml of toluene and mixed with 2.9 gm of PCl5, spontaneous heating and gas generation taking place. After 30 minutes the mixture was shaken with water and sodium bicarbonate solution and is evaporated. 3.6 gm of a yellowy brown oil were obtained (76% of theory). Reported procedure: A solution of 11.6 g of isobutyl 2-(4-fluorophenyl)-3-nitro-propyl(methyl)phosphinate in 100 ml of ethanol is added to 114 g of a 8% solution of ammonia in ethanol. To this are added 9 ml of Raney Nickel slurry and the resulting mixture is hydrogenated at 1 bar until hydrogen uptake ceases. The mixture is then filtered and the filtrate is concentrated under reduced pressure to give isobutyl 3-amino-2-(4-fluorophenyl)-propyl-(methyl)phosphinate as a viscous oil, 31P N.M.R. spectrum: δ=+54.0 and +... The reagents and catalysts are [Ni] (Raney Nickel). Solvent: C(C)O (ethanol), C(C)O (ethanol). Starting materials: [H][H] (hydrogen), FC1=CC=C(C=C1)C(CP(OCC(C)C)(=O)C)C[N+](=O)[O-] (isobutyl 2-(4-fluorophenyl)-3-nitro-propyl(methyl)phosphinate), solution, N (ammonia). Yields the product NCC(CP(OCC(C)C)(=O)C)C1=CC=C(C=C1)F (isobutyl 3-amino-2-(4-fluorophenyl)-propyl-(methyl)phosphinate). As a reaction SMILES: [F:1][C:2]1[CH:7]=[CH:6][C:5]([CH:8]([CH2:18][N+:19]([O-])=O)[CH2:9][P:10]([CH3:17])(=[O:16])[O:11][CH2:12][CH:13]([CH3:15])[CH3:14])=[CH:4][CH:3]=1.N.[H][H]>C(O)C.[Ni]>[NH2:19][CH2:18][CH:8]([C:5]1[CH:6]=[CH:7][C:2]([F:1])=[CH:3][CH:4]=1)[CH2:9][P:10]([CH3:17])(=[O:16])[O:11][CH2:12][CH:13]([CH3:15])[CH3:14].